Dataset: the Open Reaction Database (ORD), a public repository of structured organic reaction records. Task: describe an organic reaction: reactants, conditions, products, and yield Reactants: FC(C(=O)O)(F)F (Trifluoroacetic acid), NC1=NC=2C=CC=NC2C2=C1N=C(N2CCNC(OC(C)(C)C)=O)CCCC (1,1-dimethylethyl N-[2-(4-amino-2-butyl-1H-imidazo[4,5-c][1,5]naphthyridin-1-yl)ethyl]carbamate). Solvent: ClCCl (dichloromethane), ClCCl (dichloromethane). Reaction conditions: time 1 hour. The product is NC1=NC=2C=CC=NC2C2=C1N=C(N2CCN)CCCC (2-(4-amino-2-butyl-1H-imidazo[4,5-c][1,5]naphthyridin-1-yl)ethaneamine). Yield: 86.7%. As a reaction SMILES: FC(F)(F)C(O)=O.[NH2:8][C:9]1[C:18]2[N:19]=[C:20]([CH2:32][CH2:33][CH2:34][CH3:35])[N:21]([CH2:22][CH2:23][NH:24]C(=O)OC(C)(C)C)[C:17]=2[C:16]2[N:15]=[CH:14][CH:13]=[CH:12][C:11]=2[N:10]=1>ClCCl>[NH2:8][C:9]1[C:18]2[N:19]=[C:20]([CH2:32][CH2:33][CH2:34][CH3:35])[N:21]([CH2:22][CH2:23][NH2:24])[C:17]=2[C:16]2[N:15]=[CH:14][CH:13]=[CH:12][C:11]=2[N:10]=1. Reported procedure: Trifluoroacetic acid (5 mL) was added to a solution of 1,1-dimethylethyl N-[2-(4-amino-2-butyl-1H-imidazo[4,5-c][1,5]naphthyridin-1-yl)ethyl]carbamate (5.7 g, 15 mmol) in dichloromethane (10 mL). The reaction mixture was stirred at ambient temperature for 1 hour. The reaction mixture was diluted with dichloromethane and then extracted with 10% hydrochloric acid. The hydrochloric acid extract was washed twice with dichloromethane and then it was made basic with ammonium hydroxide. The resulting p... Reactants: FC(C1=CC=C(O1)C=C1C(NC(S1)=S)=O)(F)F (5-(5-trifluoromethyl-2-furylmethylene)rhodanine), [OH-].[Na+] (sodium hydroxide). Run in O (water). The product is SC(C(=O)O)=CC=1OC(=CC1)C(F)(F)F (α-mercapto-β-(5-trifluoromethyl-2-furyl)acrylic acid). Isolated yield 60.0%. RXN SMILES: [F:1][C:2]([F:17])([F:16])[C:3]1[O:7][C:6]([CH:8]=[C:9]2[S:13]C(=S)N[C:10]2=[O:15])=[CH:5][CH:4]=1.[OH-:18].[Na+]>O>[SH:13][C:9](=[CH:8][C:6]1[O:7][C:3]([C:2]([F:17])([F:16])[F:1])=[CH:4][CH:5]=1)[C:10]([OH:18])=[O:15] |f:1.2|. Reported procedure: 1.58 g of the above 5-(5-trifluoromethyl-2-furylmethylene)rhodanine, 23 ml of 1 N sodium hydroxide solution and 25 ml of water are stirred under nitrogen at room temperature for 10 hours. After cooling with an ice bath and acidification with concentrated hydrochloric acid to pH 1.5, the resulting slurry is filtered to yield a slightly brown precipitate which is washed with 50 ml of water by stirring at room temperature under nitrogen and filtered to yield 0.8 g of slightly brown crystals (yield ... The reactants are CC(=O)c1ncc[nH]1, [Li]CCCC, CCCCCC, CC(C)NC(C)C, C1CCOC1, O, O=C1CCC(c2ccncc2)CC1. The product is CC(=O)C1CC(c2ccncc2)CCC1=O. Reaction SMILES: [C:26]([CH3:27])(=[O:28])[c:29]1[nH:30][cH:31][cH:32][n:33]1.[CH2:8]([Li:9])[CH2:10][CH2:11][CH3:12].[CH3:39][CH2:40][CH2:41][CH2:42][CH2:43][CH3:44].[CH:1]([NH:2][CH:3]([CH3:4])[CH3:5])([CH3:6])[CH3:7].[O:34]1[CH2:35][CH2:36][CH2:37][CH2:38]1.[OH2:45].[n:13]1[cH:14][cH:15][c:16]([CH:19]2[CH2:20][CH2:21][C:22](=[O:25])[CH2:23][CH2:24]2)[cH:17][cH:18]1>>[n:13]1[cH:14][cH:15][c:16]([CH:19]2[CH2:20][CH:21]([C:26]([CH3:27])=[O:28])[C:22](=[O:25])[CH2:23][CH2:24]2)[cH:17][cH:18]1. Starting materials: O=[N+]([O-])c1ccc(Br)cc1, CCOC(=O)CC(=O)OCC, CC(C)(C)[O-], [K+], C1CCOC1. Yields the product CCOC(=O)C(C(=O)OCC)c1ccc([N+](=O)[O-])cc1. As a reaction SMILES: [Br:18][c:19]1[cH:20][cH:21][c:22]([N+:25](=[O:26])[O-:27])[cH:23][cH:24]1.[C:1]([CH2:2][C:3](=[O:4])[O:5][CH2:6][CH3:7])(=[O:8])[O:9][CH2:10][CH3:11].[CH3:12][C:13]([CH3:14])([O-:15])[CH3:16].[K+:17].[O:28]1[CH2:29][CH2:30][CH2:31][CH2:32]1>>[C:1]([CH:2]([C:3](=[O:4])[O:5][CH2:6][CH3:7])[c:19]1[cH:20][cH:21][c:22]([N+:25](=[O:26])[O-:27])[cH:23][cH:24]1)(=[O:8])[O:9][CH2:10][CH3:11].